From a dataset of the Open Reaction Database (ORD), a public repository of structured organic reaction records. describe an organic reaction: reactants, conditions, products, and yield Reactants: mPEG, NCC(C)O (1-amino-2-propanol), S(O)(O)(=O)=O (sulfuric acid). Yields the product S(=O)(=O)(OC(CN)C)O (2-amino-1-methylethyl hydrogen sulfate). As a reaction SMILES: [NH2:1][CH2:2][CH:3]([OH:5])[CH3:4].[S:6](=O)(=[O:9])([OH:8])[OH:7]>>[S:6]([OH:9])([O:5][CH:3]([CH3:4])[CH2:2][NH2:1])(=[O:8])=[O:7]. Procedure: FIG. 5 shows another synthetic reaction scheme for preparation of an mPEG-DTB-ligand compound in accord with the invention. The details of the reaction procedure are given in Examples 3A-3B. Briefly, cold 1-amino-2-propanol was reacted with sulfuric acid to form 2-amino-1-methylethyl hydrogen sulfate. This product was reacted with carbon disulfide and sodium hydroxide in aqueous ethanol to yield 5-methylthiazolidine-2-thione. An aqueous solution of hydrochloric acid was added to the 5-methylthia... The reactants are [F-].C(CCC)[N+](CCCC)(CCCC)CCCC (tetra-n-butylammonium fluoride), ClC1=CC(=C2C=NN(C2=C1)S(=O)(=O)C1=CC=CC=C1)C=1OC(=CN1)CN1C[C@H](O[C@H](C1)C)C (6-chloro-4-(5-{[(2R,6S)-2,6-dimethyl-4-morpholinyl]methyl}-1,3-oxazol-2-yl)-1-(phenylsulfonyl)-1H-indazole), chloro[Z-(dimethylamino)-2-biphenylyl]palladium (1R,4S)-bicyclo[2.2.1]hept-2-yl[(1S,4R)-bicyclo[2.2.1]hept-2-yl]phosphane, [O-]P(=O)([O-])[O-].[K+].[K+].[K+] (potassium phosphate tribasic). The solvent is O1CCOCC1 (1,4-dioxane), O (water). Conditions: temperature 100 celsius, time 18 hour. The product is C[C@@H]1CN(C[C@@H](O1)C)CC1=CN=C(O1)C1=C2C=NNC2=CC(=C1)C1=C2C=CNC2=CC=C1 (4-(5-{[(2R,6S)-2,6-Dimethyl-4-morpholinyl]methyl}-1,3-oxazol-2-yl)-6-(1H-indol-4-yl)-1H-indazole). Isolated yield 31.8%. As a reaction SMILES: Cl[C:2]1[CH:10]=[C:9]2[C:5]([CH:6]=[N:7][N:8]2S(C2C=CC=CC=2)(=O)=O)=[C:4]([C:20]2[O:21][C:22]([CH2:25][N:26]3[CH2:31][C@H:30]([CH3:32])[O:29][C@H:28]([CH3:33])[CH2:27]3)=[CH:23][N:24]=2)[CH:3]=1.[O-]P([O-])([O-])=O.[K+].[K+].[K+].[F-].C([N+:47]([CH2:56][CH2:57][CH2:58][CH3:59])([CH2:52][CH2:53][CH2:54][CH3:55])CCCC)CCC>O1CCOCC1.O>[CH3:33][C@H:28]1[O:29][C@@H:30]([CH3:32])[CH2:31][N:26]([CH2:25][C:22]2[O:21][C:20]([C:4]3[CH:3]=[C:2]([C:59]4[CH:55]=[CH:54][CH:53]=[C:52]5[C:58]=4[CH:57]=[CH:56][NH:47]5)[CH:10]=[C:9]4[C:5]=3[CH:6]=[N:7][NH:8]4)=[N:24][CH:23]=2)[CH2:27]1 |f:1.2.3.4,5.6|. Reported procedure: To a solution of 6-chloro-4-(5-{[(2R,6S)-2,6-dimethyl-4-morpholinyl]methyl}-1,3-oxazol-2-yl)-1-(phenylsulfonyl)-1H-indazole (50 mg, 0.103 mmol) in 1,4-dioxane (1.5 ml) and water (0.15 ml) was added {1-[1,1-dimethylethyl)(dimethyl)silyl]1-Hindol-4-yl}boronic acid (37 mg, 0.133 mmol), chloro[Z-(dimethylamino)-2-biphenylyl]palladium-(1R,4S)-bicyclo[2.2.1]hept-2-yl[(1S,4R)-bicyclo[2.2.1]hept-2-yl]phosphane (5.75 mg, 10.27 μmol) and potassium phosphate tribasic (65 mg, 0.308 mmol). The reaction mixtu... Reactants: CC(=O)Nc1ccn(C2C=CC(CO)O2)c(=O)n1, CO, N. Product: Nc1ccn(C2C=CC(CO)O2)c(=O)n1. RXN SMILES: [C:1](=[O:2])([CH3:3])[NH:4][c:5]1[n:6][c:7](=[O:18])[n:8]([CH:9]2[CH:10]=[CH:11][CH:12]([CH2:13][OH:14])[O:15]2)[cH:16][cH:17]1.[CH3:20][OH:21].[NH3:19]>>[NH2:4][c:5]1[n:6][c:7](=[O:18])[n:8]([CH:9]2[CH:10]=[CH:11][CH:12]([CH2:13][OH:14])[O:15]2)[cH:16][cH:17]1. Product: CN(C(C(=O)OCC)=CC=C(C(=O)C1=CC=C(C=C1)OC)SC)C (ethyl 2-dimethylamino-6-(4-methoxyphenyl)-5-methylthio-6-oxo-2,4-hexadienoate). Reaction SMILES: [C:1]1([C:7](=[O:22])[C:8]([S:20][CH3:21])=[CH:9][CH:10]=[C:11]([N:17]([CH3:19])[CH3:18])[C:12]([O:14][CH2:15][CH3:16])=[O:13])[CH:6]=[CH:5][CH:4]=[CH:3][CH:2]=1.F[B-](F)(F)F.CN(C)C([C:36](OCC)=[O:37])=CC=[N+](C)C.CC[O-].[Na+]>C(O)C>[CH3:19][N:17]([CH3:18])[C:11](=[CH:10][CH:9]=[C:8]([S:20][CH3:21])[C:7]([C:1]1[CH:2]=[CH:3][C:4]([O:37][CH3:36])=[CH:5][CH:6]=1)=[O:22])[C:12]([O:14][CH2:15][CH3:16])=[O:13] |f:1.2,3.4|. The solvent is C(C)O (ethanol). Starting materials: C1(=CC=CC=C1)C(C(=CC=C(C(=O)OCC)N(C)C)SC)=O (ethyl 6-phenyl-6-oxo-5-methylthio-2-dimethylamino-2,4-hexadienoate), CC[O-].[Na+] (sodium ethylate), α-methylthio-4-methoxyacetophenone, F[B-](F)(F)F.CN(C(=CC=[N+](C)C)C(=O)OCC)C (N-(3-dimethylamino-3-ethoxycarbonylpropenylidene)-N-methylmethanaminium tetrafluoroborate), ethanolic solution. Procedure details: The procedure is as in Example 4 for the preparation of ethyl 6-phenyl-6-oxo-5-methylthio-2-dimethylamino-2,4-hexadienoate, starting with N-(3-dimethylamino-3-ethoxycarbonylpropenylidene)-N-methylmethanaminium tetrafluoroborate (13.9 g), a 2M ethanolic solution of sodium ethylate (24.2 cc) and α-methylthio-4-methoxyacetophenone (9.5 g) in ethanol (97 cc). After purification on a silica column with a mixture of cyclohexane and ethyl acetate (50:50 by volume) as eluent, ethyl 2-dimethylamino-6-(4-... The reactants are [Mg] (magnesium), C(=S)=S (carbon disulfide), C(CC)[C@@H]1CC[C@H](CC1)C1=CC=C(C=C1)Br (4-(trans-4-propylcyclohexyl)phenyl bromide), Cl (hydrochloric acid), Grignard reagent. The solvent is C1CCOC1 (THF), C1CCOC1 (THF). Conditions: time 45 minute. Product: C(CC)[C@@H]1CC[C@H](CC1)C1=CC=C(C=C1)C(=S)S (4-(trans-4-propylcyclohexyl)phenyl dithiocarboxylic acid). Isolated yield 17.7%. As a reaction SMILES: [Mg].[CH2:2]([C@H:5]1[CH2:10][CH2:9][C@H:8]([C:11]2[CH:16]=[CH:15][C:14](Br)=[CH:13][CH:12]=2)[CH2:7][CH2:6]1)[CH2:3][CH3:4].[C:18](=[S:20])=[S:19].Cl>C1COCC1>[CH2:2]([C@H:5]1[CH2:10][CH2:9][C@H:8]([C:11]2[CH:16]=[CH:15][C:14]([C:18]([SH:20])=[S:19])=[CH:13][CH:12]=2)[CH2:7][CH2:6]1)[CH2:3][CH3:4]. Procedure: To a solution obtained by suspending 2.25 g (93 mmol) of magnesium in 50 mL of THF, a solution of 20.0 g (71 mmol) of 4-(trans-4-propylcyclohexyl)phenyl bromide in 100 mL of THF was added dropwise with stirring at the room temperature for 45 minutes and stirred with reflux for 30 minutes, to prepare a Grignard reagent. To the solution, 16.3 g (214 mmol) of carbon disulfide was added dropwise for 15 minutes at the room temperature and stirred for one night. To the reaction solution, 60 mL of 3 M ... Reactants: FC1CCN(CC1)CC#N ((4-fluoro-piperidin-1-yl)-acetonitrile), [H-].[H-].[H-].[H-].[Li+].[Al+3] (LAH). The solvent is C1CCOC1 (THF), C1CCOC1 (THF). Conditions: temperature 50 celsius. Yields the product FC1CCN(CC1)CCN (2-(4-fluoro-piperidin-1-yl)-ethylamine). Isolated yield 71.6%. RXN SMILES: [F:1][CH:2]1[CH2:7][CH2:6][N:5]([CH2:8][C:9]#[N:10])[CH2:4][CH2:3]1.[H-].[H-].[H-].[H-].[Li+].[Al+3]>C1COCC1>[F:1][CH:2]1[CH2:7][CH2:6][N:5]([CH2:8][CH2:9][NH2:10])[CH2:4][CH2:3]1 |f:1.2.3.4.5.6|. Procedure: A mixture of (4-fluoro-piperidin-1-yl)-acetonitrile (0.480 mg, 3.2 mmol) in THF 92 mL0 was added to LAH (148 mg, 1.2 eq.) in THF (15 mL). The mixture was heated at 50° C. for 18 hours. The cooled reaction was quenched with NaOH solution until white solid precipitated out. The solid was filtered off and the filtrate was concentrated to give 335 mg (71%) of 2-(4-fluoro-piperidin-1-yl)-ethylamine. Reactants: C1(=CC=CC=C1)CCC(C(=O)OC(C)(C)C)=C (t-butyl 2-(2-phenylethyl)acrylate), C(C)(C)NC(C)C (diisopropylamine), [Li]CCCC.CCCCCC (n-BuLi hexane), C1(CCCC1)C(=O)O (cyclopentanecarboxylic acid). Run in O1CCCC1 (THF), O1CCCC1 (tetrahydrofuran). Conditions: temperature 0 celsius, time 2 hour. Yields the product C(C)(C)(C)OC(=O)C(CC1(CCCC1)C(=O)O)CCC1=CC=CC=C1 (1-(2-t-Butoxycarbonyl-4-phenylbutyl)cyclopentanecarboxylic acid). As a reaction SMILES: C(NC(C)C)(C)C.[Li]CCCC.CCCCCC.[CH:19]1([C:24]([OH:26])=[O:25])[CH2:23][CH2:22][CH2:21][CH2:20]1.[C:27]1([CH2:33][CH2:34][C:35](=[CH2:43])[C:36]([O:38][C:39]([CH3:42])([CH3:41])[CH3:40])=[O:37])[CH:32]=[CH:31][CH:30]=[CH:29][CH:28]=1>O1CCCC1>[C:39]([O:38][C:36]([CH:35]([CH2:34][CH2:33][C:27]1[CH:28]=[CH:29][CH:30]=[CH:31][CH:32]=1)[CH2:43][C:19]1([C:24]([OH:26])=[O:25])[CH2:23][CH2:22][CH2:21][CH2:20]1)=[O:37])([CH3:40])([CH3:41])[CH3:42] |f:1.2|. Reported procedure: To diisopropylamine (5.13 g, 50.9 mmol) in tetrahydrofuran (THF) (20 ml) at -60° C., add n-BuLi hexane solution (20.3 ml of 2.5M, 50.9 mmol). Warm to 0° C., cool again to -60° C. and add cyclopentanecarboxylic acid (2.89 g, 25.4 mmol). Warm to 0° C. for 2.5 hr., cool again and add t-butyl 2-(2-phenylethyl)acrylate (5.90 g, 25.4 mmol) in THF (10 ml). After 2 h., warm to 0° C., quench with 5N HCl, extract with hexane, wash with 1N NaHCO3, and concentrate to a solid. Chromatograph on silica, elutin... Run at time 15 hour. The reactants are C1(=CC=CC=C1)C1=CC=C2CC(C(C2=C1)=O)Br (6-phenyl-2-bromo-1-indanone), O1CCCC1 (tetrahydrofuran), Cl (hydrochloric acid). Procedure: To a three-necked flask of 250 ml, fitted with a condenser, was added 3.55 g (12.4 mmol) of 6-phenyl-2-bromo-1-indanone, 100 ml of tetrahydrofuran (THF) and 100 ml of absolute ethanol. A dark red solution was formed and 0.40 g (10 mmol) of sodiumboronhydride was added in small portions. The mixture was stirred for 15 hours at room temperature. The mixture was poured onto ice and a 5% hydrochloric acid solution was added. The water layer was extracted 3 times with ether and the combined ether lay... Product: C1(=CC=CC=C1)C1=CC=C2CC(C(C2=C1)O)Br (6-phenyl-2-bromoindanol). Isolated yield 71.7%. Solvent: C(C)O (ethanol). As a reaction SMILES: [C:1]1([C:7]2[CH:15]=[C:14]3[C:10]([CH2:11][CH:12]([Br:17])[C:13]3=[O:16])=[CH:9][CH:8]=2)[CH:6]=[CH:5][CH:4]=[CH:3][CH:2]=1.O1CCCC1.Cl>C(O)C>[C:1]1([C:7]2[CH:15]=[C:14]3[C:10]([CH2:11][CH:12]([Br:17])[CH:13]3[OH:16])=[CH:9][CH:8]=2)[CH:2]=[CH:3][CH:4]=[CH:5][CH:6]=1. Starting materials: O=C(Cl)Oc1ccc([N+](=O)[O-])cc1, ClC(Cl)Cl, ClCCl, COC(=O)c1ccc(N)c(Cl)c1, c1ccncc1. Yields the product COC(=O)c1ccc(NC(=O)Oc2ccc([N+](=O)[O-])cc2)c(Cl)c1. RXN SMILES: [C:1]([O:2][c:3]1[cH:4][cH:5][c:6]([N+:9](=[O:10])[O-:11])[cH:7][cH:8]1)(=[O:12])[Cl:13].[CH:35]([Cl:36])([Cl:37])[Cl:38].[Cl:14][CH2:15][Cl:16].[NH2:17][c:18]1[c:19]([Cl:28])[cH:20][c:21]([C:22](=[O:23])[O:24][CH3:25])[cH:26][cH:27]1.[cH:29]1[cH:30][cH:31][n:32][cH:33][cH:34]1>>[C:1]([O:2][c:3]1[cH:4][cH:5][c:6]([N+:9](=[O:10])[O-:11])[cH:7][cH:8]1)(=[O:12])[NH:17][c:18]1[c:19]([Cl:28])[cH:20][c:21]([C:22](=[O:23])[O:24][CH3:25])[cH:26][cH:27]1.